This data is from the Open Reaction Database (ORD), a public repository of structured organic reaction records. The task is: describe an organic reaction: reactants, conditions, products, and yield Starting materials: CC(C)O, COc1cc2c(Cl)ncnc2cc1OCc1ccccc1, Cl, Cc1[nH]c2ccc(N)cc2c1C. Product: COc1cc2c(Nc3ccc4[nH]c(C)c(C)c4c3)ncnc2cc1OCc1ccccc1. As a reaction SMILES: [CH:35]([OH:36])([CH3:37])[CH3:38].[Cl:1][c:2]1[n:3][cH:4][n:5][c:6]2[cH:7][c:8]([O:14][CH2:15][c:16]3[cH:17][cH:18][cH:19][cH:20][cH:21]3)[c:9]([O:12][CH3:13])[cH:10][c:11]12.[ClH:34].[NH2:22][c:23]1[cH:24][c:25]2[c:26]([CH3:33])[c:27]([CH3:32])[nH:28][c:29]2[cH:30][cH:31]1>>[c:2]1([NH:22][c:23]2[cH:24][c:25]3[c:26]([CH3:33])[c:27]([CH3:32])[nH:28][c:29]3[cH:30][cH:31]2)[n:3][cH:4][n:5][c:6]2[cH:7][c:8]([O:14][CH2:15][c:16]3[cH:17][cH:18][cH:19][cH:20][cH:21]3)[c:9]([O:12][CH3:13])[cH:10][c:11]12. Reaction SMILES: [CH3:11][C:12](=[O:13])[O:14][C:15](=[O:16])[CH3:17].[NH2:1][CH2:2][C:3](=[O:4])[c:5]1[cH:6][cH:7][cH:8][cH:9][cH:10]1.[OH2:18]>>[NH:1]([CH2:2][C:3](=[O:4])[c:5]1[cH:6][cH:7][cH:8][cH:9][cH:10]1)[C:12]([CH3:11])=[O:13]. Reactants: CC(=O)OC(C)=O, NCC(=O)c1ccccc1, O. Yields the product CC(=O)NCC(=O)c1ccccc1.